Task: describe an organic reaction: reactants, conditions, products, and yield. Dataset: the Open Reaction Database (ORD), a public repository of structured organic reaction records Starting materials: C(=O)C1=CC=C(O1)C(=O)O (5-formyl-2-furancarboxylic acid), C(C)O (ethanol), S(O)(O)(=O)=O (sulfuric acid). Solvent: O (water). Product: C(=O)C1=CC=C(O1)C(=O)OCC (ethyl 5-formyl-2-furancarboxylate). Reaction SMILES: [CH:1]([C:3]1[O:7][C:6]([C:8]([OH:10])=[O:9])=[CH:5][CH:4]=1)=[O:2].[CH2:11](O)[CH3:12].S(=O)(=O)(O)O>O>[CH:1]([C:3]1[O:7][C:6]([C:8]([O:10][CH2:11][CH3:12])=[O:9])=[CH:5][CH:4]=1)=[O:2]. Reported procedure: To a solution of 5-formyl-2-furancarboxylic acid (0.5 g),in ethanol (35 ml), sulfuric acid (3.5 ml) was added at 0° C. and the mixture was heated under reflux for 5 hours. After cooling, the reaction solution was poured into water and extracted with ethyl acetate. The organic layer was washed with a saturated aqueous sodium hydrogencarbonate solution and water, dried over anhydrous magnesium sulfate, filtered and concentrated under reduced pressure. The resulting residue was separated using sili... Starting materials: IC=1C=C(C=O)C=CC1 (3-iodo-benzaldehyde), C(CC=C)[Mg]Br (3-butenyl magnesium bromide). The solvent is C1CCOC1 (THF), C1CCOC1 (THF). Conditions: temperature -30 celsius, time 0.5 hour. Product: IC=1C=C(C=CC1)C(CCC=C)O (1-(3-Iodo-phenyl)-pent-4-en-1-ol). Isolated yield 95.0%. Reaction SMILES: [I:1][C:2]1[CH:3]=[C:4]([CH:7]=[CH:8][CH:9]=1)[CH:5]=[O:6].[CH2:10]([Mg]Br)[CH2:11][CH:12]=[CH2:13]>C1COCC1>[I:1][C:2]1[CH:3]=[C:4]([CH:5]([OH:6])[CH2:13][CH2:12][CH:11]=[CH2:10])[CH:7]=[CH:8][CH:9]=1. Procedure details: To a stirred solution of 3-iodo-benzaldehyde (3.0 g, 12.93 mmol) in dry THF (45 mL) at −78° C. under nitrogen was added 0.5 M 3-butenyl magnesium bromide in THF (25.86 mL, 12.93 mmol) over 20 min. The reaction was stirred for 0.5 h and allowed to warm to −30° C. over 1 h and then quenched with sat ammonium chloride (20 mL). The reaction was diluted with water (10 mL) and then extracted with ethyl acetate (2×50 mL). The extracts were dried (MgSO4) and concentrated in vacuo. Purification by flash ... Starting materials: CCCCOC(=O)c1nc(Br)c2ccccc2c1O, CCO, [Na+], [OH-]. Yields the product O=C(O)c1nc(Br)c2ccccc2c1O. RXN SMILES: [CH2:1]([CH2:2][CH2:3][CH3:4])[O:5][C:6](=[O:7])[c:8]1[n:9][c:10]([Br:19])[c:11]2[cH:12][cH:13][cH:14][cH:15][c:16]2[c:17]1[OH:18].[CH3:22][CH2:23][OH:24].[Na+:21].[OH-:20]>>[O:5]=[C:6]([OH:7])[c:8]1[n:9][c:10]([Br:19])[c:11]2[cH:12][cH:13][cH:14][cH:15][c:16]2[c:17]1[OH:18]. Reaction SMILES: [CH:1]12[CH2:9][CH2:8][CH:5]([CH2:6][CH2:7]1)[CH2:4][NH:3][CH2:2]2.[Cl:10][C:11]1[CH:20]=[CH:19][CH:18]=[C:17]2[C:12]=1[CH:13]=[CH:14][C:15]([S:21](Cl)(=[O:23])=[O:22])=[CH:16]2.C(N(C(C)C)CC)(C)C.ClC1C=CC=C2C=1C=CC=C2S(Cl)(=O)=O>C(Cl)(Cl)Cl>[Cl:10][C:11]1[CH:20]=[CH:19][CH:18]=[C:17]2[C:12]=1[CH:13]=[CH:14][C:15]([S:21]([N:3]1[CH2:4][CH:5]3[CH2:8][CH2:9][CH:1]([CH2:7][CH2:6]3)[CH2:2]1)(=[O:22])=[O:23])=[CH:16]2. Procedure details: The title compound was prepared from the coupling of 3-azabicyclo[3.2.2]nonane and 5-chloro-2-naphthalenesulfonyl chloride. 3-Azabicyclo[3.2.2]nonane (0.31 g, 2.5 mmol) and diisopropyl ethyl amine (1.0 ml, 5.7 mmol) were dissolved in 10 ml chloroform. 5-Chloro-1-naphthalenesulfonyl chloride (0.50 g. 1.9 mmol) in 20 ml chloroform was added dropwise to the solution. After stirring overnight, the solution was washed with saturated sodium bicarbonate solution and brine. Drying over magnesium sulfate... Solvent: C(Cl)(Cl)Cl (chloroform), C(Cl)(Cl)Cl (chloroform). Reactants: ClC1=C2C=CC=C(C2=CC=C1)S(=O)(=O)Cl (5-Chloro-1-naphthalenesulfonyl chloride), C12CNCC(CC1)CC2 (3-azabicyclo[3.2.2]nonane), ClC1=C2C=CC(=CC2=CC=C1)S(=O)(=O)Cl (5-chloro-2-naphthalenesulfonyl chloride), C12CNCC(CC1)CC2 (3-Azabicyclo[3.2.2]nonane), C(C)(C)N(CC)C(C)C (diisopropyl ethyl amine). The yield is 76.0%. Conditions: time 8 hour. The product is ClC1=C2C=CC(=CC2=CC=C1)S(=O)(=O)N1CC2CCC(C1)CC2 (3-(5-Chloro-2-naphthylsulfonyl)-3-azabicyclo[3.2.2]nonane), yellow solid. The reactants are BrCCC=C(c1ccccc1)c1ccccc1, O=C([O-])[O-], CCOC(=O)CN, CC#N, Cl, [I-], [K+], [K+], [K+]. Yields the product CCOC(=O)CNCCC=C(c1ccccc1)c1ccccc1. RXN SMILES: [Br:1][CH2:2][CH2:3][CH:4]=[C:5]([c:6]1[cH:7][cH:8][cH:9][cH:10][cH:11]1)[c:12]1[cH:13][cH:14][cH:15][cH:16][cH:17]1.[C:26](=[O:27])([O-:28])[O-:29].[CH2:19]([CH3:20])[O:21][C:22]([CH2:23][NH2:24])=[O:25].[CH3:34][C:35]#[N:36].[ClH:18].[I-:33].[K+:30].[K+:31].[K+:32]>>[CH2:2]([CH2:3][CH:4]=[C:5]([c:6]1[cH:7][cH:8][cH:9][cH:10][cH:11]1)[c:12]1[cH:13][cH:14][cH:15][cH:16][cH:17]1)[NH:24][CH2:23][C:22]([O:21][CH2:19][CH3:20])=[O:25]. Starting materials: C(#N)C=1C=C(C#N)C=CC1I (3-cyano-4-iodobenzonitrile), C[S-].[Na+] (sodium thiomethylate), ice. The solvent is CN(P(=O)(N(C)C)N(C)C)C (hexamethylphosphoramide). Run at temperature 80 celsius. The product is C(#N)C=1C=C(C#N)C=CC1S (3-cyano-4-mercaptobenzonitrile). Isolated yield 81.0%. RXN SMILES: [C:1]([C:3]1[CH:4]=[C:5]([CH:8]=[CH:9][C:10]=1I)[C:6]#[N:7])#[N:2].C[S-:13].[Na+]>CN(C)P(N(C)C)(N(C)C)=O>[C:1]([C:3]1[CH:4]=[C:5]([CH:8]=[CH:9][C:10]=1[SH:13])[C:6]#[N:7])#[N:2] |f:1.2|. Procedure: Under argon, 3.03 g (12.10-3 mol) of 3-cyano-4-iodobenzonitrile and 3.36 g (48.10-3 mol) of sodium thiomethylate are dissolved in 80 ml of anhydrous hexamethylphosphoramide and the solution obtained is then heated at 80° C. for 45 minutes. The resulting reaction medium is hydrolyzed in an ice/1N HCl mixture and then extracted with methylene chloride. The organic phase is washed with water and then dried over magnesium sulfate and evaporated under reduced pressure to give 1.55 g (yield: 81%) of t... The reactants are FC1=C(C(=CC=C1)F)N1C(NCC2=C1N=C(N=C2C=2C=C(C(=O)NCC1=CC=CC=C1)C=CC2C)S(=O)(=O)C)=O (3-[8-(2,6-difluorophenyl)-2-(methylsulfonyl)-7-oxo-5,6,7,8-tetrahydropyrimido[4,5-d]pyrimidin-4-yl]-4-methyl-N-(phenylmethyl)benzamide), CN(CCCNC)C (N,N,N′-trimethyl-1,3-propanediamine), CN(CCCNC)C (N,N,N′-trimethyl-1,3-propanediamine). The solvent is C1CCOC1 (THF), CCOC(=O)C (EtOAc). Run at time 3 hour. The product is [NH4+].[OH-] (NH4OH), FC1=C(C(=CC=C1)F)N1C(NCC2=C1N=C(N=C2C=2C=C(C(=O)NCC1=CC=CC=C1)C=CC2C)N(C)CCCN(C)C)=O (3-{8-(2,6-Difluorophenyl)-2-[[3-(dimethylamino)propyl](methyl)amino]-7-oxo-5,6,7,8-tetrahydropyrimido[4,5-d]pyrimidin-4-yl}-4-methyl-N-(phenylmethyl)benzamide). RXN SMILES: [F:1][C:2]1[CH:7]=[CH:6][CH:5]=[C:4]([F:8])[C:3]=1[N:9]1[C:14]2[N:15]=[C:16](S(C)(=O)=O)[N:17]=[C:18]([C:19]3[CH:20]=[C:21]([CH:32]=[CH:33][C:34]=3[CH3:35])[C:22]([NH:24][CH2:25][C:26]3[CH:31]=[CH:30][CH:29]=[CH:28][CH:27]=3)=[O:23])[C:13]=2[CH2:12][NH:11][C:10]1=[O:40].[CH3:41][N:42]([CH3:48])[CH2:43][CH2:44][CH2:45][NH:46][CH3:47]>C1COCC1.CCOC(C)=O>[NH4+:9].[OH-:23].[F:1][C:2]1[CH:7]=[CH:6][CH:5]=[C:4]([F:8])[C:3]=1[N:9]1[C:14]2[N:15]=[C:16]([N:46]([CH2:45][CH2:44][CH2:43][N:42]([CH3:48])[CH3:41])[CH3:47])[N:17]=[C:18]([C:19]3[CH:20]=[C:21]([CH:32]=[CH:33][C:34]=3[CH3:35])[C:22]([NH:24][CH2:25][C:26]3[CH:31]=[CH:30][CH:29]=[CH:28][CH:27]=3)=[O:23])[C:13]=2[CH2:12][NH:11][C:10]1=[O:40] |f:4.5|. Procedure: The compound 3-[8-(2,6-difluorophenyl)-2-(methylsulfonyl)-7-oxo-5,6,7,8-tetrahydropyrimido[4,5-d]pyrimidin-4-yl]-4-methyl-N-(phenylmethyl)benzamide, (0.050 g, 0.089 mmol) was dissolved in THF (5 mL) and N,N,N′-trimethyl-1,3-propanediamine (0.054 g, 0.44 mmol) was added. The mixture was stirred under argon at room temperature for 3 h. The reaction was not complete, so additional N,N,N′-trimethyl-1,3-propanediamine (0.108 g, 0.88 mmol) was added and the mixture stirred at room temperature for an a... The reactants are C(CCCCC)OC1=CC=C(C=C1)CCC(=O)NNC(C1=CC=C(C=C1)C(=O)OC)=O (1-[3-(4-n-hexyloxyphenyl)propanoyl]-2-(4-methoxycarbonylbenzoyl)hydrazine), P12(=S)SP3(=S)SP(=S)(S1)SP(=S)(S2)S3 (diphosphorus pentasulfide), O (water). Solvent: O1CCCC1 (tetrahydrofuran). Run at temperature 60 celsius, time 1 hour. Product: C(CCCCC)OC1=CC=C(C=C1)CCC1=NN=C(S1)C1=CC=C(C(=O)OC)C=C1 (methyl 4-[5-[2-(4-n-hexyloxyphenyl)ethyl]-1,3,4-thiadiazol-2-yl]benzoate). Isolated yield 126.7%. As a reaction SMILES: [CH2:1]([O:7][C:8]1[CH:13]=[CH:12][C:11]([CH2:14][CH2:15][C:16]([NH:18][NH:19][C:20](=O)[C:21]2[CH:26]=[CH:25][C:24]([C:27]([O:29][CH3:30])=[O:28])=[CH:23][CH:22]=2)=O)=[CH:10][CH:9]=1)[CH2:2][CH2:3][CH2:4][CH2:5][CH3:6].P12(SP3(SP(SP(S3)(S1)=S)(=S)S2)=S)=[S:33].O>O1CCCC1>[CH2:1]([O:7][C:8]1[CH:13]=[CH:12][C:11]([CH2:14][CH2:15][C:16]2[S:33][C:20]([C:21]3[CH:26]=[CH:25][C:24]([C:27]([O:29][CH3:30])=[O:28])=[CH:23][CH:22]=3)=[N:19][N:18]=2)=[CH:10][CH:9]=1)[CH2:2][CH2:3][CH2:4][CH2:5][CH3:6]. Procedure: A suspension of 1-[3-(4-n-hexyloxyphenyl)propanoyl]-2-(4-methoxycarbonylbenzoyl)hydrazine (1.0 g) and diphosphorus pentasulfide (730 mg) in tetrahydrofuran (20 ml) was stirred for 1 hour at 60° C. To a reaction mixture was added water and the mixture was stirred for 1 hour at room temperature. The precipitate was collected by filtration, washed with water and dried under reduced pressure to give methyl 4-[5-[2-(4-n-hexyloxyphenyl)ethyl]-1,3,4-thiadiazol-2-yl]benzoate (883 mg). The reactants are O=C([O-])[O-], COc1cc(O)ccc1[N+](=O)[O-], CC#N, ClCCBr, [K+], [K+]. Product: COc1cc(OCCCl)ccc1[N+](=O)[O-]. As a reaction SMILES: [C:13](=[O:14])([O-:15])[O-:16].[CH3:1][O:2][c:3]1[cH:4][c:5]([OH:12])[cH:6][cH:7][c:8]1[N+:9](=[O:10])[O-:11].[CH3:23][C:24]#[N:25].[Cl:19][CH2:20][CH2:21][Br:22].[K+:17].[K+:18]>>[CH3:1][O:2][c:3]1[cH:4][c:5]([O:12][CH2:21][CH2:20][Cl:19])[cH:6][cH:7][c:8]1[N+:9](=[O:10])[O-:11]. Product: OCCc1cc2ccccc2n1-c1ccc(OCCCN2CCCC2)cc1. Reaction SMILES: [C:1]([Si:2]([CH3:3])([CH3:4])[O:6][CH2:7][CH2:8][c:9]1[n:10](-[c:18]2[cH:19][cH:20][c:21]([O:24][CH2:25][CH2:26][CH2:27][N:28]3[CH2:29][CH2:30][CH2:31][CH2:32]3)[cH:22][cH:23]2)[c:11]2[cH:12][cH:13][cH:14][cH:15][c:16]2[cH:17]1)([CH3:5])([CH3:33])[CH3:34].[CH3:36][CH2:37][CH2:38][CH2:39][N+:40]([CH2:41][CH2:42][CH2:43][CH3:44])([CH2:45][CH2:46][CH2:47][CH3:48])[CH2:49][CH2:50][CH2:51][CH3:52].[F-:35].[O:53]1[CH2:54][CH2:55][CH2:56][CH2:57]1>>[OH:6][CH2:7][CH2:8][c:9]1[n:10](-[c:18]2[cH:19][cH:20][c:21]([O:24][CH2:25][CH2:26][CH2:27][N:28]3[CH2:29][CH2:30][CH2:31][CH2:32]3)[cH:22][cH:23]2)[c:11]2[cH:12][cH:13][cH:14][cH:15][c:16]2[cH:17]1. The reactants are CC(C)(C)[Si](C)(C)OCCc1cc2ccccc2n1-c1ccc(OCCCN2CCCC2)cc1, CCCC[N+](CCCC)(CCCC)CCCC, [F-], C1CCOC1.